Dataset: the Open Reaction Database (ORD), a public repository of structured organic reaction records. Task: describe an organic reaction: reactants, conditions, products, and yield The reactants are CCC(CC)CC1(C(=O)O)CCCCC1, CCN=C=NCCCN(C)C, CC#N, CCOC(C)=O, Cl, NC(Cc1cccc(OC(F)(F)C(F)F)c1)C(O)c1ccc(F)cc1, O, On1nnc2ccccc21. The product is CCC(CC)CC1(C(=O)NC(Cc2cccc(OC(F)(F)C(F)F)c2)C(O)c2ccc(F)cc2)CCCCC1. As a reaction SMILES: [CH2:26]([CH3:27])[CH:28]([CH2:29][C:30]1([C:36](=[O:37])[OH:38])[CH2:31][CH2:32][CH2:33][CH2:34][CH2:35]1)[CH2:39][CH3:40].[CH2:53]([N:54]=[C:55]=[N:56][CH2:57][CH2:58][CH2:59][N:60]([CH3:61])[CH3:62])[CH3:63].[CH3:64][C:65]#[N:66].[CH3:67][CH2:68][O:69][C:70](=[O:71])[CH3:72].[ClH:52].[NH2:1][CH:2]([CH:3]([OH:4])[c:5]1[cH:6][cH:7][c:8]([F:11])[cH:9][cH:10]1)[CH2:12][c:13]1[cH:14][c:15]([O:19][C:20]([CH:21]([F:22])[F:23])([F:24])[F:25])[cH:16][cH:17][cH:18]1.[OH2:41].[OH:42][n:43]1[c:44]2[cH:45][cH:46][cH:47][cH:48][c:49]2[n:50][n:51]1>>[NH:1]([CH:2]([CH:3]([OH:4])[c:5]1[cH:6][cH:7][c:8]([F:11])[cH:9][cH:10]1)[CH2:12][c:13]1[cH:14][c:15]([O:19][C:20]([CH:21]([F:22])[F:23])([F:24])[F:25])[cH:16][cH:17][cH:18]1)[C:36]([C:30]1([CH2:29][CH:28]([CH2:26][CH3:27])[CH2:39][CH3:40])[CH2:31][CH2:32][CH2:33][CH2:34][CH2:35]1)=[O:37]. Reactants: Cc1nc(C)c(CBr)nc1C, O=C([O-])[O-], [K+], [K+], CN(C)C=O, O, CCOC(=O)c1ccc(O)cc1. Yields the product CCOC(=O)c1ccc(OCc2nc(C)c(C)nc2C)cc1. Reaction SMILES: [Br:1][CH2:2][c:3]1[n:4][c:5]([CH3:11])[c:6]([CH3:10])[n:7][c:8]1[CH3:9].[C:24](=[O:25])([O-:26])[O-:27].[K+:28].[K+:29].[O:30]=[CH:31][N:32]([CH3:33])[CH3:34].[OH2:35].[OH:12][c:13]1[cH:14][cH:15][c:16]([C:17](=[O:18])[O:19][CH2:20][CH3:21])[cH:22][cH:23]1>>[CH2:2]([c:3]1[n:4][c:5]([CH3:11])[c:6]([CH3:10])[n:7][c:8]1[CH3:9])[O:12][c:13]1[cH:14][cH:15][c:16]([C:17](=[O:18])[O:19][CH2:20][CH3:21])[cH:22][cH:23]1. Reactants: C1=CC=CC=2C3=CC=CC=C3C(C12)COC(=O)NCC(=O)NCC1CCN(CC1)CC1=CC=C(C=C1)F (4-[{N-(9-fluorenylmethyloxycarbonyl)glycyl}aminomethyl]-1-(4-fluorobenzyl)piperidine), N1CCCCC1 (piperidine). Run in CN(C)C=O (DMF). Yields the product NCC(=O)NCC1CCN(CC1)CC1=CC=C(C=C1)F (4-{(glycylamino)methyl}-1-(4-fluorobenzyl)piperidine). Yield: 46.0%. As a reaction SMILES: C1C2C(COC([NH:18][CH2:19][C:20]([NH:22][CH2:23][CH:24]3[CH2:29][CH2:28][N:27]([CH2:30][C:31]4[CH:36]=[CH:35][C:34]([F:37])=[CH:33][CH:32]=4)[CH2:26][CH2:25]3)=[O:21])=O)C3C(=CC=CC=3)C=2C=CC=1.N1CCCCC1>CN(C=O)C>[NH2:18][CH2:19][C:20]([NH:22][CH2:23][CH:24]1[CH2:29][CH2:28][N:27]([CH2:30][C:31]2[CH:36]=[CH:35][C:34]([F:37])=[CH:33][CH:32]=2)[CH2:26][CH2:25]1)=[O:21]. Procedure details: A solution of the 4-[{N-(9-fluorenylmethyloxycarbonyl)glycyl}aminomethyl]-1-(4-fluorobenzyl)piperidine and piperidine (5 mL) in DMF (5 mL) was stirred at room temperature for 17 h. Concentration and column chromatography (SiO2, Et3N:CH3OH:CH2Cl2=0.5:2:8) afforded 4-{(glycylamino)methyl}-1-(4-fluorobenzyl)piperidine (453 mg, 46%). The reactants are [H][H] (hydrogen), Cl (hydrochloric acid), Cl.Cl.O1C(CCC2=C1C=CC=C2)CNCCCNC2=NC=CC(=N2)N(C)C ((±)-N2 -[3-[[(3,4-dihydro-2H-1-benzopyran-2-yl)methyl]amino]propyl]-N4,N4 -dimethyl-2,4-pyrimidinediamine dihydrochloride), CO (methanol). The reagents and catalysts are [Pd] (palladium on activated carbon). Solvent: CC(C)O (2-propanol). The product is Cl.Cl.O1C(CCC2=C1C=CC=C2)CNCCCNC2=NCCC(N2)=O ((±)-2-[[3-[[(3,4-dihydro-2H-1-benzopyran-2-yl)methyl]amino]propyl]amino]-5,6-dihydro-4(3H)-pyrimidinone dihydrochloride). Isolated yield 13.1%. Reaction SMILES: [ClH:1].Cl.[O:3]1[C:8]2[CH:9]=[CH:10][CH:11]=[CH:12][C:7]=2[CH2:6][CH2:5][CH:4]1[CH2:13][NH:14][CH2:15][CH2:16][CH2:17][NH:18][C:19]1[N:24]=[C:23](N(C)C)[CH:22]=[CH:21][N:20]=1.Cl.[H][H].C[OH:32]>[Pd].CC(O)C>[ClH:1].[ClH:1].[O:3]1[C:8]2[CH:9]=[CH:10][CH:11]=[CH:12][C:7]=2[CH2:6][CH2:5][CH:4]1[CH2:13][NH:14][CH2:15][CH2:16][CH2:17][NH:18][C:19]1[NH:24][C:23](=[O:32])[CH2:22][CH2:21][N:20]=1 |f:0.1.2,8.9.10|. Procedure: A mixture of (±)-N2 -[3-[[(3,4-dihydro-2H-1-benzopyran-2-yl)methyl]amino]propyl]-N4,N4 -dimethyl-2,4-pyrimidinediamine dihydrochloride (0.0067 mol) in methanol (150 ml) was hydrogenated with palladium on activated carbon 10% (2 g) as a catalyst in the presence of a solution of hydrochloric acid in 2-propanol (2 ml). After uptake of hydrogen (2 eq.), the catalyst was filtered off. The filtrate was evaporated and the residue was crystallized twice from methanol. The crystals were filtered off and ... The reactants are CC(C)N1N=CC=C1C1=NC=CC=C1CO ([2-[1-(propan-2-yl)-1H-pyrazol-5-yl]pyridin-3-yl]methanol), [H-].[Na+] (sodium hydride), ClC1=C(C(=NC=C1)NC)C=O (4-chloro-2-(methylamino)pyridine-3-carbaldehyde). Run in CN(C=O)C (N,N-dimethylformamide). Reaction conditions: temperature 0 celsius, time 15 minute. The product is C(C)(C)N1N=CC=C1C1=NC=CC=C1COC1=CC=NC(=C1C=O)NC (4-((2-(1-isopropyl-1H-pyrazol-5-yl)pyridin-3-yl)methoxy)-2-(methylamino)nicotinaldehyde). RXN SMILES: [CH3:1][CH:2]([N:4]1[C:8]([C:9]2[C:14]([CH2:15][OH:16])=[CH:13][CH:12]=[CH:11][N:10]=2)=[CH:7][CH:6]=[N:5]1)[CH3:3].[H-].[Na+].Cl[C:20]1[CH:25]=[CH:24][N:23]=[C:22]([NH:26][CH3:27])[C:21]=1[CH:28]=[O:29]>CN(C)C=O>[CH:2]([N:4]1[C:8]([C:9]2[C:14]([CH2:15][O:16][C:20]3[C:21]([CH:28]=[O:29])=[C:22]([NH:26][CH3:27])[N:23]=[CH:24][CH:25]=3)=[CH:13][CH:12]=[CH:11][N:10]=2)=[CH:7][CH:6]=[N:5]1)([CH3:1])[CH3:3] |f:1.2|. Reported procedure: Steps 3 & 4. Into a 100-mL round-bottom flask, was placed a solution of [2-[1-(propan-2-yl)-1H-pyrazol-5-yl]pyridin-3-yl]methanol (1.15 g, 5.29 mmol, 1.00 equiv) in N,N-dimethylformamide (40 mL). This was followed by the addition of sodium hydride (530 mg, 13.25 mmol, 2.50 equiv, 60%) at 0° C. The mixture was stirred for 15 min at 0° C. To this was added 4-chloro-2-(methylamino)pyridine-3-carbaldehyde (900 mg, 5.28 mmol, 1.00 equiv). The resulting solution was stirred overnight at room temperatu... Reactants: FC(C1=CC=C(C=C1)/C=C/C(=O)N)(F)F ((E)-3-(4-(Trifluoromethyl)phenyl)-2-propenamide), ClCC(=O)CCl (1,3-dichloroacetone), C1(=CC=CC=C1)C (toluene), C([O-])([O-])=O.[K+].[K+] (potassium carbonate). Run in O (water), C(C)(=O)OCC (ethyl acetate), O (water), CN(C)C=O (DMF). Run at time 1.5 hour. The product is OCC=1N=C(OC1)\C=C\C1=CC=C(C=C1)C(F)(F)F (4-(hydroxymethyl)-2-[(E)-2-[4-(trifluoromethyl)phenyl]ethenyl]-1,3-oxazole). Isolated yield 18.6%. As a reaction SMILES: [F:1][C:2]([F:15])([F:14])[C:3]1[CH:8]=[CH:7][C:6](/[CH:9]=[CH:10]/[C:11]([NH2:13])=[O:12])=[CH:5][CH:4]=1.Cl[CH2:17][C:18]([CH2:20]Cl)=O.C1(C)C=CC=CC=1.C(=O)([O-])[O-:30].[K+].[K+]>O.C(OCC)(=O)C.CN(C=O)C>[OH:30][CH2:17][C:18]1[N:13]=[C:11](/[CH:10]=[CH:9]/[C:6]2[CH:5]=[CH:4][C:3]([C:2]([F:14])([F:15])[F:1])=[CH:8][CH:7]=2)[O:12][CH:20]=1 |f:3.4.5|. Procedure details: (E)-3-(4-(Trifluoromethyl)phenyl)-2-propenamide (4.30 g, 20.0 mmol) and 1,3-dichloroacetone (4.75 g, 37.4 mmol) were added to toluene (20 ml) and the mixture was subjected to refluxing azeotropic dehydration using a Dean-Stark tube for 6 hours. The reaction mixture was allowed to cool to room temperature, and DMF (50 ml), water (30 ml) and potassium carbonate (13.7 g, 99.1 mmol) were added. The mixture was stirred at 100° C. for 1.5 hours. After allowing to cool to room temperature, ethyl acetat...